From a dataset of the Open Reaction Database (ORD), a public repository of structured organic reaction records. describe an organic reaction: reactants, conditions, products, and yield Starting materials: O=c1[nH]c2ccc(Br)cc2c2cc[nH]c12, CCC(=O)O, OB(O)c1ccccc1Cl, [K+], [K+], [K+], [K+], [K+], O=P([O-])([O-])OP(=O)([O-])OP(=O)([O-])[O-], C1COCCO1, O. The product is CCC(=O)O, O=c1[nH]c2ccc(-c3ccccc3Cl)cc2c2cc[nH]c12. As a reaction SMILES: [Br:34][c:35]1[cH:36][c:37]2[c:38]3[c:39]([c:40](=[O:45])[nH:41][c:42]2[cH:43][cH:44]1)[nH:46][cH:47][cH:48]3.[CH2:29]([CH3:30])[C:31](=[O:32])[OH:33].[Cl:1][c:2]1[c:3]([B:8]([OH:9])[OH:10])[cH:4][cH:5][cH:6][cH:7]1.[K+:24].[K+:25].[K+:26].[K+:27].[K+:28].[O-:11][P:12]([O:13][P:14]([O:15][P:16]([O-:17])([O-:18])=[O:19])([O-:20])=[O:21])(=[O:22])[O-:23].[O:50]1[CH2:51][CH2:52][O:53][CH2:54][CH2:55]1.[OH2:49]>>[CH2:29]([CH3:30])[C:31](=[O:32])[OH:33].[Cl:1][c:2]1[c:3](-[c:35]2[cH:36][c:37]3[c:38]4[c:39]([c:40](=[O:45])[nH:41][c:42]3[cH:43][cH:44]2)[nH:46][cH:47][cH:48]4)[cH:4][cH:5][cH:6][cH:7]1. The reactants are C(CCC)C=1N(C(C(=C(N1)O)CC(=O)OCC)=O)CC1=CC=C(C=C1)C(=O)OC (Ethyl 2-butyl-1,6-dihydro-4-hydroxy-1-[4-methoxycarbonyl-benzyl]-6-oxo-5-pyrimidine acetate), [OH-].[Na+] (sodium hydroxide). Run at time 4 hour. Solvent: C(C)O (ethanol). The yield is 70.7%. Yields the product C(CCC)C=1N(C(C(=C(N1)O)CC(=O)O)=O)CC1=CC=C(C=C1)C(=O)O (2-butyl-1-[(4-carboxyphenyl)-methyl]-1,6-dihydro-4-hydroxy-6-oxo-5-pyrimidine acetic acid). Procedure details: 98 mg of the product of Example 13 were introduced into 3 ml of ethanol and 0.48 ml of 2N sodium hydroxide and the mixture was refluxed with stirring for 4 hours, then evaporated to dryness under reduced pressure. The residue was added to 4 ml of water, neutralized by the addition of 0.48 ml of 2N hydrochloric acid, separated and washed with water. After taking up in 4 ml of hot isopropanol with 0.4 ml of water added to it, it stood at rest for 16 hours, then separated to obtain 62 mg of the exp... RXN SMILES: [CH2:1]([C:5]1[N:6]([CH2:19][C:20]2[CH:25]=[CH:24][C:23]([C:26]([O:28]C)=[O:27])=[CH:22][CH:21]=2)[C:7](=[O:18])[C:8]([CH2:12][C:13]([O:15]CC)=[O:14])=[C:9]([OH:11])[N:10]=1)[CH2:2][CH2:3][CH3:4].[OH-].[Na+]>C(O)C>[CH2:1]([C:5]1[N:6]([CH2:19][C:20]2[CH:25]=[CH:24][C:23]([C:26]([OH:28])=[O:27])=[CH:22][CH:21]=2)[C:7](=[O:18])[C:8]([CH2:12][C:13]([OH:15])=[O:14])=[C:9]([OH:11])[N:10]=1)[CH2:2][CH2:3][CH3:4] |f:1.2|. Reactants: CCOC(=O)C=P(c1ccccc1)(c1ccccc1)c1ccccc1, O=CC1CCCN1C(=O)OCc1ccccc1, C1CCOC1. Product: CCOC(=O)C=CC1CCCN1C(=O)OCc1ccccc1. Reaction SMILES: [C:18](=[O:19])([O:20][CH2:21][CH3:22])[CH:23]=[P:24]([c:25]1[cH:26][cH:27][cH:28][cH:29][cH:30]1)([c:31]1[cH:32][cH:33][cH:34][cH:35][cH:36]1)[c:37]1[cH:38][cH:39][cH:40][cH:41][cH:42]1.[C:1](=[O:2])([O:3][CH2:4][c:5]1[cH:6][cH:7][cH:8][cH:9][cH:10]1)[N:11]1[CH:12]([CH:16]=[O:17])[CH2:13][CH2:14][CH2:15]1.[O:43]1[CH2:44][CH2:45][CH2:46][CH2:47]1>>[C:1](=[O:2])([O:3][CH2:4][c:5]1[cH:6][cH:7][cH:8][cH:9][cH:10]1)[N:11]1[CH:12]([CH:16]=[CH:23][C:18](=[O:19])[O:20][CH2:21][CH3:22])[CH2:13][CH2:14][CH2:15]1. Reactants: O=C1N(c2ccc(CC(F)(F)F)cc2)CCC12CCN(Cc1ccccc1)CC2O, [H][H]. Yields the product O=C1N(c2ccc(CC(F)(F)F)cc2)CCC12CCNCC2O. RXN SMILES: [CH2:1]([c:2]1[cH:3][cH:4][cH:5][cH:6][cH:7]1)[N:8]1[CH2:9][CH:10]([OH:30])[C:11]2([CH2:12][CH2:13][N:14]([c:17]3[cH:18][cH:19][c:20]([CH2:23][C:24]([F:25])([F:26])[F:27])[cH:21][cH:22]3)[C:15]2=[O:16])[CH2:28][CH2:29]1.[H:31][H:32]>>[NH:8]1[CH2:9][CH:10]([OH:30])[C:11]2([CH2:12][CH2:13][N:14]([c:17]3[cH:18][cH:19][c:20]([CH2:23][C:24]([F:25])([F:26])[F:27])[cH:21][cH:22]3)[C:15]2=[O:16])[CH2:28][CH2:29]1. The reactants are ClC1=CC=C(C(=N1)C#N)SCC (6-Chloro-3-ethylthio-2-pyridinecarbonitrile), C(C1=CC=CC=C1)(=O)C1=CC=C(C=C1)O (4-benzoylphenol), CC(C)(C)[O-].[K+] (t-BuOK). Solvent: C1CCOC1 (THF), CS(=O)C (DMSO). The product is C(C1=CC=CC=C1)(=O)C1=CC=C(OC2=CC=C(C(=N2)C#N)SCC)C=C1 (6-(4-benzoylphenoxy)-3-ethylthio-2-pyridinecarbonitrile). The yield is 28.7%. RXN SMILES: Cl[C:2]1[N:7]=[C:6]([C:8]#[N:9])[C:5]([S:10][CH2:11][CH3:12])=[CH:4][CH:3]=1.[C:13]([C:21]1[CH:26]=[CH:25][C:24]([OH:27])=[CH:23][CH:22]=1)(=[O:20])[C:14]1[CH:19]=[CH:18][CH:17]=[CH:16][CH:15]=1.CC([O-])(C)C.[K+]>C1COCC1.CS(C)=O>[C:13]([C:21]1[CH:22]=[CH:23][C:24]([O:27][C:2]2[N:7]=[C:6]([C:8]#[N:9])[C:5]([S:10][CH2:11][CH3:12])=[CH:4][CH:3]=2)=[CH:25][CH:26]=1)(=[O:20])[C:14]1[CH:15]=[CH:16][CH:17]=[CH:18][CH:19]=1 |f:2.3|. Procedure: 6-Chloro-3-ethylthio-2-pyridinecarbonitrile (23.8 g) was mixed with 25.8 g of 4-benzoylphenol in the presence of 15.7 g of t-BuOK in 150 ml of THF and 30 ml DMSO. After reaction, the mixture was filtered leaving a solid residue from which 12.4 g of the desired 6-(4-benzoylphenoxy)-3-ethylthio-2-pyridinecarbonitrile (m.p. 88°-90° C.) was recovered. An additional 6.5 g of desired product was isolated from the filtrate by separation on a Water's Prep LC 500 instrument (using a 10% acetone in hexane... Reactants: Cl (HCl), NCCC1=CNC=N1 (histamine), N1C=CC2=CC(=CC=C12)NC=1C2=C(N=CN1)C=C(S2)C2=CC=C(C=O)C=C2 (4-[4-(1H-indol-5-ylamino)-thieno[3,2-d]pyrimidin-6-yl]-benzaldehyde), mesylate salt. The product is N=1C=NC(C1)CCNCC1=CC=C(C=C1)C1=CC=2N=CN=C(C2S1)NC=1C=C2C=CNC2=CC1 ([6-(4-{[2-(4H-Imidazol-4-yl)-ethylamino]-methyl}-phenyl)-thieno[3,2-d]pyrimidin-4-yl]-(1H-indol-5-yl)-amine). As a reaction SMILES: [NH2:1][CH2:2][CH2:3][C:4]1[N:8]=[CH:7][NH:6][CH:5]=1.[NH:9]1[C:17]2[C:12](=[CH:13][C:14]([NH:18][C:19]3[C:20]4[S:27][C:26]([C:28]5[CH:35]=[CH:34][C:31]([CH:32]=O)=[CH:30][CH:29]=5)=[CH:25][C:21]=4[N:22]=[CH:23][N:24]=3)=[CH:15][CH:16]=2)[CH:11]=[CH:10]1.Cl>>[N:6]1[CH:7]=[N:8][CH:4]([CH2:3][CH2:2][NH:1][CH2:32][C:31]2[CH:30]=[CH:29][C:28]([C:26]3[S:27][C:20]4[C:19]([NH:18][C:14]5[CH:13]=[C:12]6[C:17](=[CH:16][CH:15]=5)[NH:9][CH:10]=[CH:11]6)=[N:24][CH:23]=[N:22][C:21]=4[CH:25]=3)=[CH:35][CH:34]=2)[CH:5]=1. Reported procedure: The title compound was prepared from histamine and 4-[4-(1H-indol-5-ylamino)-thieno[3,2-d]pyrimidin-6-yl]-benzaldehyde by a procedure analogous to example 17. The product was converted to the mesylate salt analogous to example 17 being converted to the HCl salt. 1H NMR (400 MHz, DMSO) d 11.1 (s, 1H), 9.61 (s, 1H), 8.47 (s, 1H), 7.83 (m, 3H), 7.66 (s, 1H), 7.57 (m, 2H), 7.38 (m, 2H), 7.24 (m, 1H), 6.95 (s, 1H), 6.42 (s, 1H), 4.22 (s, 2H), 3.15 (m, 2H)2.82 (m, 2H); LC-MS: 466 (MH+); HPLC RT: 3.76 ...